Dataset: the Open Reaction Database (ORD), a public repository of structured organic reaction records. Task: describe an organic reaction: reactants, conditions, products, and yield The reactants are COC(\C(=C\C1CCCC1)\C1=CC(=C(C=C1)N1N=NN=C1C)S(=O)(=O)C)=O ((E)-3-cyclopentyl-2-[3-methanesulfonyl-4-(5 methyl-tetrazol-1-yl)-phenyl]-acrylic acid methyl ester), [OH-].[Na+] (sodium hydroxide). Solvent: C(C)O (ethanol). Reaction conditions: temperature 47.5 celsius. The product is C1(CCCC1)/C=C(/C(=O)O)\C1=CC(=C(C=C1)N1N=NN=C1C)S(=O)(=O)C ((E)-3-cyclopentyl-2-[3-methanesulfonyl-4-(5-methyl-tetrazol-1-yl)-phenyl]-acrylic acid). The yield is 99.4%. Reaction SMILES: C[O:2][C:3](=[O:27])/[C:4](/[C:11]1[CH:16]=[CH:15][C:14]([N:17]2[C:21]([CH3:22])=[N:20][N:19]=[N:18]2)=[C:13]([S:23]([CH3:26])(=[O:25])=[O:24])[CH:12]=1)=[CH:5]/[CH:6]1[CH2:10][CH2:9][CH2:8][CH2:7]1.[OH-].[Na+]>C(O)C>[CH:6]1(/[CH:5]=[C:4](\[C:11]2[CH:16]=[CH:15][C:14]([N:17]3[C:21]([CH3:22])=[N:20][N:19]=[N:18]3)=[C:13]([S:23]([CH3:26])(=[O:24])=[O:25])[CH:12]=2)/[C:3]([OH:27])=[O:2])[CH2:10][CH2:9][CH2:8][CH2:7]1 |f:1.2|. Reported procedure: A solution of (E)-3-cyclopentyl-2-[3-methanesulfonyl-4-(5 methyl-tetrazol-1-yl)-phenyl]-acrylic acid methyl ester (273 mg, 0.7 mmol) in ethanol (5 mL) was treated with a 1N aqueous sodium hydroxide solution (1.5 mL). The solution was heated at 45-50° C. for 15 h, at which time, thin layer chromatography analysis of the reaction mixture indicated the absence of starting material. The reaction mixture was concentrated in vacuo to remove ethanol. The residue was diluted with water (20 mL) and extra... Reactants: NC(COC=1C(=C2C=CN(C2=C(C1)C)C(=O)OC(C)(C)C)C(C)(O)C1=NC2=C(N1COCC[Si](C)(C)C)C=CC(=C2)C#N)=O ((±)-tert-butyl 5-(2-amino-2-oxoethoxy)-4-(1-(5-cyano-1-((2-(trimethylsilyl)ethoxy)methyl)-1H-benzo[d]imidazol-2-yl)-1-hydroxyethyl)-7-methyl-1H-indole-1-carboxylate), NC(COC=1C(=C2C=CN(C2=C(C1)C)C(=O)OC(C)(C)C)C(C)(O)C1=NC2=C(N1COCC[Si](C)(C)C)C=C(C=C2)C#N)=O ((±)-tert-butyl 5-(2-amino-2-oxoethoxy)-4-(1-(6-cyano-1-((2-(trimethylsilyl)ethoxy)methyl)-1H-benzo[d]imidazol-2-yl)-1-hydroxyethyl)-7-methyl-1H-indole-1-carboxylate). The product is C(#N)C1=CC2=C(NC(=N2)C(C)(O)C2=C3C=CNC3=C(C=C2OCC(=O)N)C)C=C1 ((±)-2-((4-(1-(5-Cyano-1H-benzo[d]imidazol-2-yl)-1-hydroxyethyl)-7-methyl-1H-indol-5-yl)oxy)acetamide). RXN SMILES: [NH2:1][C:2](=[O:44])[CH2:3][O:4][C:5]1[C:6]([C:22]([C:25]2[N:29](COCC[Si](C)(C)C)[C:28]3[CH:38]=[CH:39][C:40]([C:42]#[N:43])=[CH:41][C:27]=3[N:26]=2)([OH:24])[CH3:23])=[C:7]2[C:11](=[C:12]([CH3:14])[CH:13]=1)[N:10](C(OC(C)(C)C)=O)[CH:9]=[CH:8]2.NC(=O)COC1C(C(C2N(COCC[Si](C)(C)C)C3C=C(C#N)C=CC=3N=2)(O)C)=C2C(=C(C)C=1)N(C(OC(C)(C)C)=O)C=C2>>[C:42]([C:40]1[CH:39]=[CH:38][C:28]2[NH:29][C:25]([C:22]([C:6]3[C:5]([O:4][CH2:3][C:2]([NH2:1])=[O:44])=[CH:13][C:12]([CH3:14])=[C:11]4[C:7]=3[CH:8]=[CH:9][NH:10]4)([OH:24])[CH3:23])=[N:26][C:27]=2[CH:41]=1)#[N:43]. Procedure details: The title compound was synthesized from a mixture of (±)-tert-butyl 5-(2-amino-2-oxoethoxy)-4-(1-(5-cyano-1-((2-(trimethylsilyl)ethoxy)methyl)-1H-benzo[d]imidazol-2-yl)-1-hydroxyethyl)-7-methyl-1H-indole-1-carboxylate and (±)-tert-butyl 5-(2-amino-2-oxoethoxy)-4-(1-(6-cyano-1-((2-(trimethylsilyl)ethoxy)methyl)-1H-benzo[d]imidazol-2-yl)-1-hydroxyethyl)-7-methyl-1H-indole-1-carboxylate as described in Example 24-B. 1H NMR (TFA salt, 400 MHz, MeOH-d4) δ ppm 8.04 (s, 1H) 7.63-7.85 (m, 2H) 7.31 (d, J... The reactants are O=C([O-])O, COC(=O)CCC(CC(=O)[O-])c1noc(C2CC(CC(C)(C)C)C2)c1C1CC1, Cc1cc(Cl)ccc1N, [Na+], CN(C)C=O, O, On1nnc2ccccc21. Yields the product COC(=O)CCC(CC(=O)Nc1ccc(Cl)cc1C)c1noc(C2CC(CC(C)(C)C)C2)c1C1CC1. Reaction SMILES: [C:49](=[O:50])([OH:51])[O-:52].[CH:1]1([c:4]2[c:5]([CH:18]([CH2:19][C:20](=[O:21])[O-:22])[CH2:23][CH2:24][C:25](=[O:26])[O:27][CH3:28])[n:6][o:7][c:8]2[CH:9]2[CH2:10][CH:11]([CH2:13][C:14]([CH3:15])([CH3:16])[CH3:17])[CH2:12]2)[CH2:2][CH2:3]1.[Cl:29][c:30]1[cH:31][c:32]([CH3:37])[c:33]([NH2:36])[cH:34][cH:35]1.[Na+:53].[O:54]=[CH:55][N:56]([CH3:57])[CH3:58].[OH2:48].[OH:38][n:39]1[c:40]2[c:41]([cH:42][cH:43][cH:44][cH:45]2)[n:46][n:47]1>>[CH:1]1([c:4]2[c:5]([CH:18]([CH2:19][C:20](=[O:21])[NH:36][c:33]3[c:32]([CH3:37])[cH:31][c:30]([Cl:29])[cH:35][cH:34]3)[CH2:23][CH2:24][C:25](=[O:26])[O:27][CH3:28])[n:6][o:7][c:8]2[CH:9]2[CH2:10][CH:11]([CH2:13][C:14]([CH3:15])([CH3:16])[CH3:17])[CH2:12]2)[CH2:2][CH2:3]1.